This data is from the Open Reaction Database (ORD), a public repository of structured organic reaction records. The task is: describe an organic reaction: reactants, conditions, products, and yield Reactants: CC1=NC(=NC=C1C(=O)O)C1=NC=CC=N1 (4-methyl-[2,2′]bipyrimidinyl-5-carboxylic acid), NN1C=C(C2=CC(=CC=C12)F)CCC(C)(O)C (4-(1-amino-5-fluoro-1H-indol-3-yl)-2-methyl-butan-2-ol), C[N+]1(CCOCC1)C2=NC(=NC(=N2)OC)OC.[Cl-] (DMTMM). Run in C(=O)([O-])[O-].[Na+].[Na+] (Na2CO3), CN(C)C=O (DMF). Reaction conditions: temperature 50 celsius, time 2 hour. Product: FC=1C=C2C(=CN(C2=CC1)NC(=O)C=1C(=NC(=NC1)C1=NC=CC=N1)C)CCC(C)(C)O (4-methyl-[2,2′]bipyrimidinyl-5-carboxylic acid [5-fluoro-3-(3-hydroxy-3-methyl-butyl)-indol-1-yl]-amide). The yield is 33.4%. RXN SMILES: [CH3:1][C:2]1[C:7]([C:8]([OH:10])=O)=[CH:6][N:5]=[C:4]([C:11]2[N:16]=[CH:15][CH:14]=[CH:13][N:12]=2)[N:3]=1.[NH2:17][N:18]1[C:26]2[C:21](=[CH:22][C:23]([F:27])=[CH:24][CH:25]=2)[C:20]([CH2:28][CH2:29][C:30]([CH3:33])([OH:32])[CH3:31])=[CH:19]1.C[N+]1(C2N=C(OC)N=C(OC)N=2)CCOCC1.[Cl-]>CN(C=O)C.C([O-])([O-])=O.[Na+].[Na+]>[F:27][C:23]1[CH:22]=[C:21]2[C:26](=[CH:25][CH:24]=1)[N:18]([NH:17][C:8]([C:7]1[C:2]([CH3:1])=[N:3][C:4]([C:11]3[N:16]=[CH:15][CH:14]=[CH:13][N:12]=3)=[N:5][CH:6]=1)=[O:10])[CH:19]=[C:20]2[CH2:28][CH2:29][C:30]([OH:32])([CH3:31])[CH3:33] |f:2.3,5.6.7|. Reported procedure: A solution of 4-methyl-[2,2′]bipyrimidinyl-5-carboxylic acid (300 mg, 1.38 mmol) and 4-(1-amino-5-fluoro-1H-indol-3-yl)-2-methyl-butan-2-ol (325 mg, 1.38 mmol) in DMF (5 mL) is stirred at 50° C. for 1 h. The mixture is treated with DMTMM (380 mg, 1.38 mmol) and stirred at 50° C. for 2 h. The mixture is diluted with saturated aqueous Na2CO3 (50 mL), and extracted with EtOAc (3×50 mL). The combined organic layer is dried (Na2SO4), filtered and concentrated in vacuo. The residue is purified by sili... Reactants: FC1=CC=C(C=C1)C(CCCC1CCN(CC1)C(=O)OC(C)(C)C)=O (4-(4-(4-Fluorophenyl)-4-oxo-butyl)-1-tert-butoxycarbonyl-piperidine), C(=O)(C(F)(F)F)O.C(Cl)Cl (TFA CH2Cl2). The product is FC(C(=O)O)(F)F.FC1=CC=C(C=C1)C(CCCC1CCNCC1)=O (4-(4-(4-Fluorophenyl)-4-oxo-butyl)piperidine trifluoroacetate). As a reaction SMILES: [F:1][C:2]1[CH:7]=[CH:6][C:5]([C:8](=[O:25])[CH2:9][CH2:10][CH2:11][CH:12]2[CH2:17][CH2:16][N:15](C(OC(C)(C)C)=O)[CH2:14][CH2:13]2)=[CH:4][CH:3]=1.[C:26]([OH:32])([C:28]([F:31])([F:30])[F:29])=[O:27].C(Cl)Cl>>[F:29][C:28]([F:31])([F:30])[C:26]([OH:32])=[O:27].[F:1][C:2]1[CH:7]=[CH:6][C:5]([C:8](=[O:25])[CH2:9][CH2:10][CH2:11][CH:12]2[CH2:17][CH2:16][NH:15][CH2:14][CH2:13]2)=[CH:4][CH:3]=1 |f:1.2,3.4|. Reported procedure: A solution of 4-(4-(4-fluorophenyl)-4-oxo-butyl)-1-tert-butoxycarbonyl-piperidine (184 mg, 0.52 mmol, from Step C) in 30% TFA/CH2Cl2 was stirred for 30 min, then concentrated and dried under vacuum to provide the title compound. Reactants: O=C([O-])O, O=C(O)C(=O)Cn1nnnc1S, CON, Cl, [Na+], O. The product is CON=C(Cn1nnnc1S)C(=O)O. RXN SMILES: [C:17](=[O:18])([OH:19])[O-:20].[C:1](=[O:2])([C:3](=[O:4])[OH:5])[CH2:6][n:7]1[n:8][n:9][n:10][c:11]1[SH:12].[CH3:14][O:15][NH2:16].[ClH:13].[Na+:21].[OH2:22]>>[C:1]([C:3](=[O:4])[OH:5])([CH2:6][n:7]1[n:8][n:9][n:10][c:11]1[SH:12])=[N:16][O:15][CH3:14]. Reactants: Cc1ccccc1, O=C(Cl)OC(Cl)(Cl)Cl, Nc1c(F)cc(Cl)c2c1OCCO2. Yields the product O=C=Nc1c(F)cc(Cl)c2c1OCCO2. RXN SMILES: [CH3:22][c:23]1[cH:24][cH:25][cH:26][cH:27][cH:28]1.[Cl:14][C:15](=[O:16])[O:17][C:18]([Cl:19])([Cl:20])[Cl:21].[NH2:1][c:2]1[c:3]([F:13])[cH:4][c:5]([Cl:12])[c:6]2[c:11]1[O:10][CH2:9][CH2:8][O:7]2>>[N:1]([c:2]1[c:3]([F:13])[cH:4][c:5]([Cl:12])[c:6]2[c:11]1[O:10][CH2:9][CH2:8][O:7]2)=[C:15]=[O:16]. Starting materials: C(#N)C1=CC=C(OCCN(S(=O)(=O)C)CCN2CC3CNCC(C2)O3)C=C1 (N-[2-(4-Cyanophenoxy)ethyl]-N-[2-(9-oxa-3,7-diazabicyclo[3.3.1]non-3-yl)ethyl]methanesulfonamide), N1=CC(=CC=C1)C=O (pyridine-3-carbaldehyde), C(C)(=O)O[BH-](OC(C)=O)OC(C)=O.[Na+] (Sodium triacetoxyborohydride). Run in C(Cl)Cl (DCM). Run at time 1.5 hour. Yields the product C(#N)C1=CC=C(OCCN(S(=O)(=O)C)CCN2CC3CN(CC(C2)O3)CC=3C=NC=CC3)C=C1 (N-[2-(4-Cyanophenoxy)ethyl]-N-{2-[7-(pyridin-3-ylmethyl)-9-oxa-3,7-di-azabicyclo[3.3.1]non-3-yl]ethyl}methanesulfonamide). The yield is 68.0%. Reaction SMILES: [C:1]([C:3]1[CH:27]=[CH:26][C:6]([O:7][CH2:8][CH2:9][N:10]([CH2:15][CH2:16][N:17]2[CH2:24][CH:23]3[O:25][CH:19]([CH2:20][NH:21][CH2:22]3)[CH2:18]2)[S:11]([CH3:14])(=[O:13])=[O:12])=[CH:5][CH:4]=1)#[N:2].[N:28]1[CH:33]=[CH:32][CH:31]=[C:30]([CH:34]=O)[CH:29]=1.C(O[BH-](OC(=O)C)OC(=O)C)(=O)C.[Na+]>C(Cl)Cl>[C:1]([C:3]1[CH:4]=[CH:5][C:6]([O:7][CH2:8][CH2:9][N:10]([CH2:15][CH2:16][N:17]2[CH2:24][CH:23]3[O:25][CH:19]([CH2:20][N:21]([CH2:34][C:30]4[CH:29]=[N:28][CH:33]=[CH:32][CH:31]=4)[CH2:22]3)[CH2:18]2)[S:11]([CH3:14])(=[O:13])=[O:12])=[CH:26][CH:27]=1)#[N:2] |f:2.3|. Reported procedure: N-[2-(4-Cyanophenoxy)ethyl]-N-[2-(9-oxa-3,7-diazabicyclo[3.3.1]non-3-yl)ethyl]methanesulfonamide (79 mg, 0.2 mmol; see Example 3(ii) above) and pyridine-3-carbaldehyde (36 mg, 0.34 mmol) were dissolved in DCM (4 mL) and shaken for 1.5 h. Sodium triacetoxyborohydride (144 mg, 0.68 mmol) was added and the mixture was shaken overnight. The reaction was quenched with 1 M K2CO3 (2 mL) and was then phase-separated. The aqueous layer was washed with DCM (3×3 mL) and the organic layers were combined and... Reactants: C(C)(C)(C)OC(N(CC=1C=NC=CC1)CCCOC1=CC=CC2=C1C(=C(O2)C2=C(C=CC=C2)OC)C)=O ({3-[2-(2-Methoxy-phenyl)-3-methyl-benzofuran-4-yloxy]-propyl}-pyridin-3-ylmethyl-carbamic acid tert-butyl ester). The solvent is FC(C(=O)O)(F)F (trifluoroacetic acid), ClCCl (dichloromethane). Product: COC1=C(C=CC=C1)C=1OC2=C(C1C)C(=CC=C2)OCCCNCC=2C=NC=CC2 ({3-[2-(2-Methoxy-phenyl)-3-methyl-benzofuran-4-yloxy]-propyl}-pyridin-3-ylmethyl-amine). Yield: 88.5%. Reaction SMILES: C(OC(=O)[N:7]([CH2:15][CH2:16][CH2:17][O:18][C:19]1[C:24]2[C:25]([CH3:36])=[C:26]([C:28]3[CH:33]=[CH:32][CH:31]=[CH:30][C:29]=3[O:34][CH3:35])[O:27][C:23]=2[CH:22]=[CH:21][CH:20]=1)[CH2:8][C:9]1[CH:10]=[N:11][CH:12]=[CH:13][CH:14]=1)(C)(C)C>FC(F)(F)C(O)=O.ClCCl>[CH3:35][O:34][C:29]1[CH:30]=[CH:31][CH:32]=[CH:33][C:28]=1[C:26]1[O:27][C:23]2[CH:22]=[CH:21][CH:20]=[C:19]([O:18][CH2:17][CH2:16][CH2:15][NH:7][CH2:8][C:9]3[CH:10]=[N:11][CH:12]=[CH:13][CH:14]=3)[C:24]=2[C:25]=1[CH3:36]. Procedure: {3-[2-(2-Methoxy-phenyl)-3-methyl-benzofuran-4-yloxy]-propyl}-pyridin-3-ylmethyl-carbamic acid tert-butyl ester (24 mg) was treated in 10% trifluoroacetic acid in dichloromethane at room temperature for 18 hours. The mixture was washed with saturated sodium bicarbonate solution and the organic layer was washed with brine and dried over anhydrous sodium sulfate. The solvent was removed under reduced pressure, the residue was purified by silica gel TLC (dichloromethane-methanol=10:1) to give a pal... Reactants: C1(CCCC1)C1(OC(CC(C1)=O)=O)CCC1=CC(=C(C=C1)C(C#N)(CC)CC)F (2-{4-[2-(2-cyclopentyl-4,6-dioxo-tetrahydro-pyran-2-yl)-ethyl]-2-fluoro-phenyl}-2-ethyl-butyronitrile), CC1=NC=2N(C(=C1)C)N=C(N2)C=O (5,7-dimethyl-[1,2,4]triazolo[1,5-a]pyrimidine-2-carbaldehyde). The solvent is CO (MeOH). Conditions: time 12 hour. Yields the product C1(CCCC1)C1(OC(C(C(C1)=O)CC1=NN2C(N=C(C=C2C)C)=N1)=O)CCC1=CC(=C(C=C1)C(C#N)(CC)CC)F (2-(4-{2-[2-Cyclopentyl-5-(5,7-dimethyl-[1,2,4]triazolo[1,5-a]pyrimidin-2-ylmethyl)-4,6-dioxo-tetrahydro-pyran-2-yl]-ethyl}-2-fluoro-phenyl)-2-ethyl-butyronitrile). As a reaction SMILES: [CH:1]1([C:6]2([CH2:14][CH2:15][C:16]3[CH:21]=[CH:20][C:19]([C:22]([CH2:27][CH3:28])([CH2:25][CH3:26])[C:23]#[N:24])=[C:18]([F:29])[CH:17]=3)[CH2:11][C:10](=[O:12])[CH2:9][C:8](=[O:13])[O:7]2)[CH2:5][CH2:4][CH2:3][CH2:2]1.[CH3:30][C:31]1[CH:36]=[C:35]([CH3:37])[N:34]2[N:38]=[C:39]([CH:41]=O)[N:40]=[C:33]2[N:32]=1>CO>[CH:1]1([C:6]2([CH2:14][CH2:15][C:16]3[CH:21]=[CH:20][C:19]([C:22]([CH2:27][CH3:28])([CH2:25][CH3:26])[C:23]#[N:24])=[C:18]([F:29])[CH:17]=3)[CH2:11][C:10](=[O:12])[CH:9]([CH2:41][C:39]3[N:40]=[C:33]4[N:32]=[C:31]([CH3:30])[CH:36]=[C:35]([CH3:37])[N:34]4[N:38]=3)[C:8](=[O:13])[O:7]2)[CH2:5][CH2:4][CH2:3][CH2:2]1. Procedure: A solution of 2-{4-[2-(2-cyclopentyl-4,6-dioxo-tetrahydro-pyran-2-yl)-ethyl]-2-fluoro-phenyl}-2-ethyl-butyronitrile (300 mg, 0.75 mmol) in anhydrous MeOH (3.0 mL) was treated with 5,7-dimethyl-[1,2,4]triazolo[1,5-a]pyrimidine-2-carbaldehyde (198 mg, 1.1 mmol), followed by borane-dimethylamine complex (62 mg, 1.05 mmol) at room temperature. The reaction was stirred for 12 hours before it was quenched by the addition of CH2Cl2 (30 mL) and Amberlite IR 120(plus) (3 g). The reaction was stirred for ...